From a dataset of the Open Reaction Database (ORD), a public repository of structured organic reaction records. describe an organic reaction: reactants, conditions, products, and yield Starting materials: ClC1=NC=2N(C(=C1)NC1CC1)N=CC2C=O (5-chloro-7-(cyclopropylamino)pyrazolo[1,5-a]pyrimidine-3-carbaldehyde), C(=O)(OC(C)(C)C)N1CCNCC1 (1-Boc-piperazine), C([O-])([O-])=O.[K+].[K+] (potassium carbonate), C(C)(C)N(CC)C(C)C (diisopropyl ethylamine). Solvent: O (water), CN(C=O)C (dimethylformamide). Conditions: temperature 80 celsius. Yields the product C1(CC1)NC1=CC(=NC=2N1N=CC2C=O)N2CCN(CC2)C(=O)OC(C)(C)C (tert-butyl 4-(7-(cyclopropylamino)-3-formylpyrazolo[1,5-a]pyrimidin-5-yl)piperazine-1-carboxylate). Yield: 80.3%. As a reaction SMILES: Cl[C:2]1[CH:7]=[C:6]([NH:8][CH:9]2[CH2:11][CH2:10]2)[N:5]2[N:12]=[CH:13][C:14]([CH:15]=[O:16])=[C:4]2[N:3]=1.[C:17]([N:24]1[CH2:29][CH2:28][NH:27][CH2:26][CH2:25]1)([O:19][C:20]([CH3:23])([CH3:22])[CH3:21])=[O:18].C(=O)([O-])[O-].[K+].[K+].C(N(C(C)C)CC)(C)C>CN(C)C=O.O>[CH:9]1([NH:8][C:6]2[N:5]3[N:12]=[CH:13][C:14]([CH:15]=[O:16])=[C:4]3[N:3]=[C:2]([N:27]3[CH2:26][CH2:25][N:24]([C:17]([O:19][C:20]([CH3:23])([CH3:22])[CH3:21])=[O:18])[CH2:29][CH2:28]3)[CH:7]=2)[CH2:11][CH2:10]1 |f:2.3.4|. Reported procedure: To 5-chloro-7-(cyclopropylamino)pyrazolo[1,5-a]pyrimidine-3-carbaldehyde (500 mg, 2.11 mmol) in dimethylformamide was added 1-Boc-piperazine (1.17 g, 6.33 mmol), potassium carbonate (583 mg, 4.21 mmol) and diisopropyl ethylamine (0.41 mL, 2.5 mmol). The mixture was heated to 80° C. for overnight. Cooled the reaction mixture, added water and filtered the white precipitate to yield tert-butyl 4-(7-(cyclopropylamino)-3-formylpyrazolo[1,5-a]pyrimidin-5-yl)piperazine-1-carboxylate (655 mg, 80% yield)... Reactants: BrC=1C=2N(C=CC1)N=C(N2)Cl (8-bromo-2-chloro-[1,2,4]triazolo[1,5-a]pyridine), NC1=C(CN(S(=O)(=O)C)C)C=CC=C1 (N-(2-amino-benzyl)-N-methyl-methanesulfonamide), 2d. Yields the product ClC1=NN2C(C(=CC=C2)NC2=C(CN(S(=O)(=O)C)C)C=CC=C2)=N1 (N-[2-(2-Chloro-[1,2,4]triazolo[1,5-a]pyridin-8-ylamino)-benzyl]-N-methyl-methanesulfonamide), foam. Isolated yield 67.0%. Reaction SMILES: Br[C:2]1[C:3]2[N:4]([N:8]=[C:9]([Cl:11])[N:10]=2)[CH:5]=[CH:6][CH:7]=1.[NH2:12][C:13]1[CH:25]=[CH:24][CH:23]=[CH:22][C:14]=1[CH2:15][N:16]([CH3:21])[S:17]([CH3:20])(=[O:19])=[O:18]>>[Cl:11][C:9]1[N:10]=[C:3]2[C:2]([NH:12][C:13]3[CH:25]=[CH:24][CH:23]=[CH:22][C:14]=3[CH2:15][N:16]([CH3:21])[S:17]([CH3:20])(=[O:19])=[O:18])=[CH:7][CH:6]=[CH:5][N:4]2[N:8]=1. Reported procedure: 171 c) N-[2-(2-Chloro-[1,2,4]triazolo[1,5-a]pyridin-8-ylamino)-benzyl]-N-methyl-methanesulfonamide was prepared from 8-bromo-2-chloro-[1,2,4]triazolo[1,5-a]pyridine (500.0 mg, 2.151 mmol) and N-(2-amino-benzyl)-N-methyl-methanesulfonamide (507.0 mg, 2.366 mmol) in a manner analogous to Exmaple 2d. Product isolated as a tan foam (0.53 g, 67%). 1H NMR (400 MHz, CDCl3, δ, ppm): 8.01 (d, J=6.4 Hz, 1H), 7.48-7.41 (m, 2H), 7.38 (t, J=7.4 Hz, 1H), 7.21 (t, J=7.4 Hz, 1H), 7.10 (s, 1H), 6.90-6.81 (m, 2H)... Starting materials: Cl.NNC(NN)=N (diaminoguanidine hydrochloride), O.CC1(NC(CC(C1)=O)(C)C)C (2,2,6,6-tetramethyl-4-piperidone monohydrate). The solvent is C(C)O (ethanol). Reaction conditions: temperature 25 celsius. Yields the product Cl.CC1(NC(CC(C1)=NNC(=N)NN=C1CC(NC(C1)(C)C)(C)C)(C)C)C (1,3-bis[(2,2,6,6-tetramethyl-4-piperidylidene)amino]guanidine hydrochloride). The yield is 50.0%. RXN SMILES: [ClH:1].[NH2:2][NH:3][C:4](=[NH:7])[NH:5][NH2:6].O.[CH3:9][C:10]1([CH3:19])[CH2:15][C:14](=O)[CH2:13][C:12]([CH3:18])([CH3:17])[NH:11]1>C(O)C>[ClH:1].[CH3:9][C:10]1([CH3:19])[CH2:15][C:14](=[N:2][NH:3][C:4]([NH:5][N:6]=[C:14]2[CH2:13][C:12]([CH3:18])([CH3:17])[NH:11][C:10]([CH3:19])([CH3:9])[CH2:15]2)=[NH:7])[CH2:13][C:12]([CH3:18])([CH3:17])[NH:11]1 |f:0.1,2.3,5.6|. Procedure: A solution of diaminoguanidine hydrochloride (6.28 grams; 0.05 mole) and 2,2,6,6-tetramethyl-4-piperidone monohydrate (17.3 grams; 0.10 mole) in 200 mls. of ethanol 2B was refluxed for a period of 15 hours while stirring. The resulting slurry was cooled to 25° C. and the solid was separated to obtain 10.0 grams of crude 1,3-bis[(2,2,6,6-tetramethyl-4-piperidylidene)amino]guanidine hydrochloride. Recrystallization of the crude hydrochloride from ethanol 2B gave 8.9 grams of white solid, m.p. 210°... Product: CNC(=O)C(=NO)c1ccccc1Oc1ccccc1. Starting materials: CNC(=O)C(=O)c1ccccc1Oc1ccccc1, CO, NO, O=S(=O)(O)O. Reaction SMILES: [CH3:1][NH:2][C:3]([C:4](=[O:5])[c:6]1[c:7]([O:12][c:13]2[cH:14][cH:15][cH:16][cH:17][cH:18]2)[cH:8][cH:9][cH:10][cH:11]1)=[O:19].[CH3:27][OH:28].[NH2:25][OH:26].[S:20]([OH:21])([OH:22])(=[O:23])=[O:24]>>[CH3:1][NH:2][C:3]([C:4]([c:6]1[c:7]([O:12][c:13]2[cH:14][cH:15][cH:16][cH:17][cH:18]2)[cH:8][cH:9][cH:10][cH:11]1)=[N:25][OH:26])=[O:19].